This data is from the Open Reaction Database (ORD), a public repository of structured organic reaction records. The task is: describe an organic reaction: reactants, conditions, products, and yield The reactants are CC(C)(COc1ccc(C#N)cc1F)NC(=O)OC(C)(C)C, CC(C)(N)COc1ccc(C#N)cc1F. The product is CC(C)(COc1ccc(C=O)cc1F)NC(=O)OC(C)(C)C. RXN SMILES: [C:16](#[N:17])[c:18]1[cH:19][c:20]([F:37])[c:21]([O:22][CH2:23][C:24]([CH3:25])([CH3:26])[NH:27][C:28]([O:29][C:30]([CH3:31])([CH3:32])[CH3:33])=[O:34])[cH:35][cH:36]1.[NH2:1][C:2]([CH3:3])([CH3:5])[CH2:6][O:4][c:7]1[cH:8][cH:9][c:10]([C:11]#[N:12])[cH:13][c:14]1[F:15]>>[O:4]=[CH:16][c:18]1[cH:19][c:20]([F:37])[c:21]([O:22][CH2:23][C:24]([CH3:25])([CH3:26])[NH:27][C:28]([O:29][C:30]([CH3:31])([CH3:32])[CH3:33])=[O:34])[cH:35][cH:36]1. Starting materials: C(C#C)Br (propargyl bromide), aqueous solution, C(C)N (ethylamine), BrC#CC(C)(C)C (1-bromo-3,3-dimethyl-1-butyne), C(C)(C)(C)C#C (tert-butylacetylene), BrBr (bromine), Cl.NO (hydroxylamine hydrochloride). The reagents and catalysts are [Cu]Cl (copper(I) chloride). Solvent: CO (methanol), CO (methanol). Product: Cl.C(C)NCC#CC#CC(C)(C)C (N-ethyl-6,6-dimethyl-2,4-heptadiynylamine hydrochloride). Reaction SMILES: [CH2:1](Br)[C:2]#[CH:3].[CH2:5]([NH2:7])[CH3:6].[ClH:8].NO.Br[C:12]#[C:13][C:14]([CH3:17])([CH3:16])[CH3:15].C(C#C)(C)(C)C.BrBr>[Cu]Cl.CO>[ClH:8].[CH2:5]([NH:7][CH2:1][C:2]#[C:3][C:12]#[C:13][C:14]([CH3:17])([CH3:16])[CH3:15])[CH3:6] |f:2.3,9.10|. Procedure: A methanol solution (7.5 ml) of 0.75 ml of propargyl bromide was added dropwise to 6 ml of a 70% aqueous solution of ethylamine with stirring and ice cooling, and the mixture was stirred for 1.5 hours. 120 mg of copper(I) chloride and 100 mg of hydroxylamine hydrochloride were added, and to this solution, a methanol solution(3 ml) of 5.6 mg of 1-bromo-3,3-dimethyl-1-butyne [synthesized by a bromination of lithiated tert-butylacetylene with bromine ] was added dropwise under ice cooling. The mixt... Reactants: FC(C(=O)NC1=C(SC=C1)C(=O)OC)(F)F (methyl 3-[(trifluoroacetyl)amino]thiophene-2-carboxylate), BrCCBr (1,2-dibromoethane), C(CCC)[Li] (n-butyllithium), CCCCCC (hexane), CC(C)NC(C)C (N-(1-methylethyl)propan-2-amine). The solvent is C1CCOC1 (THF), C1CCOC1 (THF). Reaction conditions: temperature -78 celsius, time 2 hour. Yields the product BrC1=CC(=C(S1)C(=O)OC)NC(C(F)(F)F)=O (methyl 5-bromo-3-[(trifluoroacetyl)amino]thiophene-2-carboxylate). Isolated yield 39.1%. RXN SMILES: CC(NC(C)C)C.C([Li])CCC.CCCCCC.[F:19][C:20]([F:34])([F:33])[C:21]([NH:23][C:24]1[CH:28]=[CH:27][S:26][C:25]=1[C:29]([O:31][CH3:32])=[O:30])=[O:22].[Br:35]CCBr>C1COCC1>[Br:35][C:27]1[S:26][C:25]([C:29]([O:31][CH3:32])=[O:30])=[C:24]([NH:23][C:21](=[O:22])[C:20]([F:19])([F:33])[F:34])[CH:28]=1. Procedure: To a stirred mixture of N-(1-methylethyl)propan-2-amine (40.0 mL, 285 mmol) and THF (400 mL) at −78° C. was added slowly 1.6 M n-butyllithium in hexane (165 mL, 264 mmol). The mixture was allowed to 0° C. over 2 h. Then, the mixture was cooled to −78° C. again. Then, a solution of methyl 3-[(trifluoroacetyl)amino]thiophene-2-carboxylate (20.3 g, 80 mmol) in THF (80 mL) was added to the mixture slowly. After 1 h, 1,2-dibromoethane (41.2 mL, 476 mmol) was added at once. The stirring was continued ... Reactants: CN(C(=O)OCC[Si](C)(C)C)C(CNC(=O)OC(C)(C)C)CC1(O)CCCCC1, CCO. The product is CN(C(=O)OCC[Si](C)(C)C)C(CN)CC1(O)CCCCC1. Reaction SMILES: [C:1]([O:2][C:3](=[O:4])[NH:8][CH2:9][CH:10]([CH2:11][C:12]1([OH:18])[CH2:13][CH2:14][CH2:15][CH2:16][CH2:17]1)[N:19]([C:20](=[O:21])[O:22][CH2:23][CH2:24][Si:25]([CH3:26])([CH3:27])[CH3:28])[CH3:29])([CH3:5])([CH3:6])[CH3:7].[CH3:30][CH2:31][OH:32]>>[NH2:8][CH2:9][CH:10]([CH2:11][C:12]1([OH:18])[CH2:13][CH2:14][CH2:15][CH2:16][CH2:17]1)[N:19]([C:20](=[O:21])[O:22][CH2:23][CH2:24][Si:25]([CH3:26])([CH3:27])[CH3:28])[CH3:29].